From a dataset of the Open Reaction Database (ORD), a public repository of structured organic reaction records. describe an organic reaction: reactants, conditions, products, and yield The reactants are O=C(Cl)C1CC2CCC1CC2, NC1CCN(CCc2ccc(F)cc2)C1. The product is O=C(NC1CCN(CCc2ccc(F)cc2)C1)C1CC2CCC1CC2. As a reaction SMILES: [CH:1]12[CH:2]([C:9](=[O:10])[Cl:11])[CH2:3][CH:4]([CH2:5][CH2:6]1)[CH2:7][CH2:8]2.[NH2:12][CH:13]1[CH2:14][N:15]([CH2:18][CH2:19][c:20]2[cH:21][cH:22][c:23]([F:26])[cH:24][cH:25]2)[CH2:16][CH2:17]1>>[CH:1]12[CH:2]([C:9](=[O:10])[NH:12][CH:13]3[CH2:14][N:15]([CH2:18][CH2:19][c:20]4[cH:21][cH:22][c:23]([F:26])[cH:24][cH:25]4)[CH2:16][CH2:17]3)[CH2:3][CH:4]([CH2:5][CH2:6]1)[CH2:7][CH2:8]2. Starting materials: N#CCC(=O)O, Cc1ccccc1, OCc1ccccc1. The product is N#CCC(=O)OCc1ccccc1. As a reaction SMILES: [C:1](#[N:2])[CH2:3][C:4](=[O:5])[OH:6].[CH3:15][c:16]1[cH:17][cH:18][cH:19][cH:20][cH:21]1.[OH:7][CH2:8][c:9]1[cH:10][cH:11][cH:12][cH:13][cH:14]1>>[C:1](#[N:2])[CH2:3][C:4]([O:5][CH2:8][c:9]1[cH:10][cH:11][cH:12][cH:13][cH:14]1)=[O:6]. Starting materials: Cl, O=C(Nc1cccc(OC(F)F)c1)c1ccc2c(Cl)nnc(Cl)c2c1, [Na+], C1COCCO1, [OH-], O. The product is O=C(Nc1cccc(OC(F)F)c1)c1ccc2c(Cl)n[nH]c(=O)c2c1. As a reaction SMILES: [ClH:34].[F:1][CH:2]([O:3][c:4]1[cH:5][c:6]([NH:10][C:11](=[O:12])[c:13]2[cH:14][c:15]3[c:16]([Cl:24])[n:17][n:18][c:19]([Cl:23])[c:20]3[cH:21][cH:22]2)[cH:7][cH:8][cH:9]1)[F:25].[Na+:27].[O:28]1[CH2:29][CH2:30][O:31][CH2:32][CH2:33]1.[OH-:26].[OH2:35]>>[F:1][CH:2]([O:3][c:4]1[cH:5][c:6]([NH:10][C:11](=[O:12])[c:13]2[cH:14][c:15]3[c:16](=[O:28])[nH:17][n:18][c:19]([Cl:23])[c:20]3[cH:21][cH:22]2)[cH:7][cH:8][cH:9]1)[F:25]. The reactants are CCCCCC, CN(C)C=O, CC(C)NC(C)C, Cc1cc(C)c2c(C#N)cn(C(c3ccccc3)c3ccc(F)cc3)c2n1, [Li]CCCC, C1CCOC1, O. Product: Cc1cc(C)c2c(C#N)c(C=O)n(C(c3ccccc3)c3ccc(F)cc3)c2n1. Reaction SMILES: [CH3:13][CH2:14][CH2:15][CH2:16][CH2:17][CH3:18].[CH3:46][N:47]([CH:48]=[O:49])[CH3:50].[CH:1]([NH:2][CH:3]([CH3:4])[CH3:5])([CH3:6])[CH3:7].[F:19][c:20]1[cH:21][cH:22][c:23]([CH:26]([n:27]2[cH:28][c:29]([C:38]#[N:39])[c:30]3[c:31]2[n:32][c:33]([CH3:37])[cH:34][c:35]3[CH3:36])[c:40]2[cH:41][cH:42][cH:43][cH:44][cH:45]2)[cH:24][cH:25]1.[Li:8][CH2:9][CH2:10][CH2:11][CH3:12].[O:51]1[CH2:52][CH2:53][CH2:54][CH2:55]1.[OH2:56]>>[F:19][c:20]1[cH:21][cH:22][c:23]([CH:26]([n:27]2[c:28]([CH:48]=[O:49])[c:29]([C:38]#[N:39])[c:30]3[c:31]2[n:32][c:33]([CH3:37])[cH:34][c:35]3[CH3:36])[c:40]2[cH:41][cH:42][cH:43][cH:44][cH:45]2)[cH:24][cH:25]1. The reactants are COC=1C=C(C=CC1)C(=CCN1CCN(CC1)CC1=CC=CC=C1)C1(CCCCC1)O (1-[1-(3-methoxyphenyl)-3-[4-(phenylmethyl)-1-piperazinyl]-1-propenyl]cyclohexanol), C(=O)[O-].[Na+] (sodium formate), C(=O)O (formic acid). Reagents/catalysts: [Pd] (Pd/C). The solvent is C(C)O (ethanol), C(C)O (ethanol). Product: COC=1C=C(C=CC1)C(CCN1CCNCC1)C1(CCCCC1)O (1-[1-(3-Methoxyphenyl)-3-(1-piperazinyl)propyl]cyclohexanol). As a reaction SMILES: [CH3:1][O:2][C:3]1[CH:4]=[C:5]([C:9]([C:25]2([OH:31])[CH2:30][CH2:29][CH2:28][CH2:27][CH2:26]2)=[CH:10][CH2:11][N:12]2[CH2:17][CH2:16][N:15](CC3C=CC=CC=3)[CH2:14][CH2:13]2)[CH:6]=[CH:7][CH:8]=1.C([O-])=O.[Na+].C(O)=O>C(O)C.[Pd]>[CH3:1][O:2][C:3]1[CH:4]=[C:5]([CH:9]([C:25]2([OH:31])[CH2:26][CH2:27][CH2:28][CH2:29][CH2:30]2)[CH2:10][CH2:11][N:12]2[CH2:13][CH2:14][NH:15][CH2:16][CH2:17]2)[CH:6]=[CH:7][CH:8]=1 |f:1.2|. Reported procedure: A solution of 1-[1-(3-methoxyphenyl)-3-[4-(phenylmethyl)-1-piperazinyl]-1-propenyl]cyclohexanol (3.09 g, 7.1 mmole) in ethanol (50 mL) containing sodium formate (0.5 g, 7.1 mmole) and formic acid (1.5 g, 30 mmole) was added to a suspension of 10% Pd/C (3.0 g) in ethanol (50 mL) and the mixturre refluxed for 2 hours under nitrogen. The catalyst was filtered and the filtrate evaporated. The residue was partitioned between 4N sodium hydroxide (200 mL) and ethyl acetate (200 mL). The layers were sep... The reactants are BrC1=CC=C(OC2=C(C(=O)O)C=CC=C2)C=C1 (2-(4-bromo-phenoxy)benzoic acid), C1=CC=CC=C1 (benzene), O (water). Solvent: C(C)O (ethanol), S(O)(O)(=O)=O (sulfuric acid). Product: BrC1=CC=C(OC2=C(C(=O)OCC)C=CC=C2)C=C1 (ethyl 2-(4-bromo-phenoxy)-benzoate). RXN SMILES: [Br:1][C:2]1[CH:17]=[CH:16][C:5]([O:6][C:7]2[CH:15]=[CH:14][CH:13]=[CH:12][C:8]=2[C:9]([OH:11])=[O:10])=[CH:4][CH:3]=1.O.[CH:19]1C=CC=C[CH:20]=1>C(O)C.S(=O)(=O)(O)O>[Br:1][C:2]1[CH:3]=[CH:4][C:5]([O:6][C:7]2[CH:15]=[CH:14][CH:13]=[CH:12][C:8]=2[C:9]([O:11][CH2:19][CH3:20])=[O:10])=[CH:16][CH:17]=1. Procedure details: A mixture of 560.0 g of 2-(4-bromo-phenoxy)benzoic acid in 1,940 ml of absolute benzene, 218 ml of absolute ethanol and 32.6 ml of concentrated sulfuric acid is refluxed for 32 hours, the water formed being removed in a water separator. The reaction mixture is cooled to 10° and washed, with the addition of ice, with 1,000 ml of water, 500 ml of a 2 N aqueous sodium carbonate solution and then again with 1,000 ml of water. The organic phase is separated off, dried over magnesium sulfate and evapo...